This data is from the Open Reaction Database (ORD), a public repository of structured organic reaction records. The task is: describe an organic reaction: reactants, conditions, products, and yield Reactants: OC1(CC2=CC=CC(=C2CC1)OCC(=O)OCC)COC(N(C1=CC=CC=C1)C1=CC=CC=C1)=O (2-hydroxy-2-(N,N-diphenylcarbamoyloxymethyl)-5-ethoxycarbonylmethyloxy-1,2,3,4-tetrahydronaphthalene), C(C)N(CC)S(F)(F)F (diethylaminosulfur trifluoride). Run in C(Cl)Cl (CH2Cl2). Run at time 30 minute. Yields the product FC1(CC2=CC=CC(=C2CC1)OCC(=O)OCC)COC(N(C1=CC=CC=C1)C1=CC=CC=C1)=O (2-fluoro-2-(N,N-diphenylcarbamoyloxymethyl)-5-ethoxycarbonylmethyloxy-1,2,3,4-tetrahydronaphthalene). As a reaction SMILES: O[C:2]1([CH2:19][O:20][C:21](=[O:35])[N:22]([C:29]2[CH:34]=[CH:33][CH:32]=[CH:31][CH:30]=2)[C:23]2[CH:28]=[CH:27][CH:26]=[CH:25][CH:24]=2)[CH2:11][CH2:10][C:9]2[C:4](=[CH:5][CH:6]=[CH:7][C:8]=2[O:12][CH2:13][C:14]([O:16][CH2:17][CH3:18])=[O:15])[CH2:3]1.C(N(S(F)(F)[F:42])CC)C>C(Cl)Cl>[F:42][C:2]1([CH2:19][O:20][C:21](=[O:35])[N:22]([C:29]2[CH:34]=[CH:33][CH:32]=[CH:31][CH:30]=2)[C:23]2[CH:28]=[CH:27][CH:26]=[CH:25][CH:24]=2)[CH2:11][CH2:10][C:9]2[C:4](=[CH:5][CH:6]=[CH:7][C:8]=2[O:12][CH2:13][C:14]([O:16][CH2:17][CH3:18])=[O:15])[CH2:3]1. Procedure details: To a solution of 2-hydroxy-2-(N,N-diphenylcarbamoyloxymethyl)-5-ethoxycarbonylmethyloxy-1,2,3,4-tetrahydronaphthalene (100 mg) in CH2Cl2 (10 ml) was added diethylaminosulfur trifluoride (0.5 ml) at -78° C. After being stirred for 30 minutes, the mixture was washed with sat. NaHCO3 and brine, dried over MgSO4, and evaporated in vacuo. The residue was purified by chromatography on silica gel to afford 2-fluoro-2-(N,N-diphenylcarbamoyloxymethyl)-5-ethoxycarbonylmethyloxy-1,2,3,4-tetrahydronaphthale... Starting materials: ClC1=C2C=CN(C2=CC=C1)[C@H]1[C@H](OC(C)=O)[C@@H](OC(C)=O)[C@H](OC(C)=O)[C@H](O1)COC(C)=O (4-Chloro-1-(2,3,4,6-tetra-O-acetyl-β-D-glucopyranosyl)-indole), IC1=CC=C(C(=O)Cl)C=C1 (4-iodobenzoyl chloride). Yields the product IC1=CC=C(C=C1)C(=O)C1=CN(C2=CC=CC(=C12)Cl)[C@H]1[C@H](OC(C)=O)[C@@H](OC(C)=O)[C@H](OC(C)=O)[C@H](O1)COC(C)=O (4-chloro-1-(2,3,4,6-tetra-O-acetyl-β-D-glucopyranosyl)-indol-3-yl 4-iodophenyl ketone). As a reaction SMILES: [Cl:1][C:2]1[CH:10]=[CH:9][CH:8]=[C:7]2[C:3]=1[CH:4]=[CH:5][N:6]2[C@@H:11]1[O:28][C@H:27]([CH2:29][O:30][C:31](=[O:33])[CH3:32])[C@@H:22]([O:23][C:24](=[O:26])[CH3:25])[C@H:17]([O:18][C:19](=[O:21])[CH3:20])[C@H:12]1[O:13][C:14](=[O:16])[CH3:15].[I:34][C:35]1[CH:43]=[CH:42][C:38]([C:39](Cl)=[O:40])=[CH:37][CH:36]=1>>[I:34][C:35]1[CH:43]=[CH:42][C:38]([C:39]([C:4]2[C:3]3[C:7](=[CH:8][CH:9]=[CH:10][C:2]=3[Cl:1])[N:6]([C@@H:11]3[O:28][C@H:27]([CH2:29][O:30][C:31](=[O:33])[CH3:32])[C@@H:22]([O:23][C:24](=[O:26])[CH3:25])[C@H:17]([O:18][C:19](=[O:21])[CH3:20])[C@H:12]3[O:13][C:14](=[O:16])[CH3:15])[CH:5]=2)=[O:40])=[CH:37][CH:36]=1. Procedure details: 4-Chloro-1-(2,3,4,6-tetra-O-acetyl-β-D-glucopyranosyl)-indole obtained in Example 1-(3) and 4-iodobenzoyl chloride were treated in a manner similar to Example 2-(4) to give 4-chloro-1-(2,3,4,6-tetra-O-acetyl-β-D-glucopyranosyl)-indol-3-yl 4-iodophenyl ketone as a colorless powder. APCI-Mass m/Z 711/713 (M+H). 1H-NMR (DMSO-d6) δ 1.69 (s, 3H), 1.97 (s, 3H), 1.98 (s, 3H), 2.04 (s, 3H), 4.10 (d, J=4.0 Hz, 2H), 4.29 (m, 1H), 5.28 (t, J=9.8 Hz, 1H), 5.53 (t, J=9.6 Hz, 1H), 5.73 (t, J=9.2 Hz, 1H), 6.33...